Dataset: the Open Reaction Database (ORD), a public repository of structured organic reaction records. Task: describe an organic reaction: reactants, conditions, products, and yield Reactants: C(=O)C1=CN=C(S1)NCC(=O)O (2-(5-Formylthiazol-2-ylamino)acetic acid), ON1N=NC2=C1N=CC=C2 (1-hydroxy-7-azabenzotriazole), N[C@H](C(=O)N[C@H](C(=O)N[C@H](C(=O)N)CC1=CC=C(C=C1)O)C)C ((S)-2-amino-N-((S)-1-((S)-1-amino-3-(4-hydroxyphenyl)-1-oxopropan-2-ylamino)-1-oxopropan-2-yl)propanamide), CN1CCOCC1 (N-methylmorpholine), C(CCl)Cl (EDC). Solvent: CN(C)C=O (DMF), CO (MeOH). Conditions: time 6 hour. The product is NC([C@H](CC1=CC=C(C=C1)O)NC([C@H](C)NC([C@H](C)NC(CNC=1SC(=CN1)C=O)=O)=O)=O)=O ((S)-N-((S)-1-Amino-3-(4-hydroxyphenyl)-1-oxopropan-2-yl)-2-((S)-2-(2-(5-formylthiazol-2-ylamino)acetamido)propanamido)propanamide). Isolated yield 51.8%. Reaction SMILES: [CH:1]([C:3]1[S:7][C:6]([NH:8][CH2:9][C:10]([OH:12])=O)=[N:5][CH:4]=1)=[O:2].ON1C2N=CC=CC=2N=N1.[NH2:23][C@@H:24]([CH3:45])[C:25]([NH:27][C@@H:28]([CH3:44])[C:29]([NH:31][C@@H:32]([CH2:36][C:37]1[CH:42]=[CH:41][C:40]([OH:43])=[CH:39][CH:38]=1)[C:33]([NH2:35])=[O:34])=[O:30])=[O:26].CN1CCOCC1.C(Cl)CCl>CN(C=O)C.CO>[NH2:35][C:33](=[O:34])[C@@H:32]([NH:31][C:29](=[O:30])[C@@H:28]([NH:27][C:25](=[O:26])[C@@H:24]([NH:23][C:10](=[O:12])[CH2:9][NH:8][C:6]1[S:7][C:3]([CH:1]=[O:2])=[CH:4][N:5]=1)[CH3:45])[CH3:44])[CH2:36][C:37]1[CH:42]=[CH:41][C:40]([OH:43])=[CH:39][CH:38]=1. Reported procedure: To a mixture of material from Example 3 (62 mg, 0.207 mmol), 1-hydroxy-7-azabenzotriazole (7.2 mg, 0.126 mmol), and (S)-2-amino-N-((S)-1-((S)-1-amino-3-(4-hydroxyphenyl)-1-oxopropan-2-ylamino)-1-oxopropan-2-yl)propanamide (53.8 mg, 0.167 mmol) in anhydrous DMF (2.0 mL) is added sequentially N-methylmorpholine (125 μL, 1.137 mmol) and EDC (51.8 mg, 0.270 mmol). The resulting solution is stirred at room temperature for 6 h, diluted with MeOH (8 mL) and purified by preparative HPLC (Condition A) us... Starting materials: CI, CCCCOc1ccc(OCCCN(C)C)c(CCCO)c1, [H-], [Na+], C1CCOC1, O. Yields the product CCCCOc1ccc(OCCCN(C)C)c(CCCOC)c1. Reaction SMILES: [CH3:25][I:26].[CH3:3][N:4]([CH3:5])[CH2:6][CH2:7][CH2:8][O:9][c:10]1[c:11]([CH2:21][CH2:22][CH2:23][OH:24])[cH:12][c:13]([O:16][CH2:17][CH2:18][CH2:19][CH3:20])[cH:14][cH:15]1.[H-:1].[Na+:2].[O:28]1[CH2:29][CH2:30][CH2:31][CH2:32]1.[OH2:27]>>[CH3:3][N:4]([CH3:5])[CH2:6][CH2:7][CH2:8][O:9][c:10]1[c:11]([CH2:21][CH2:22][CH2:23][O:24][CH3:25])[cH:12][c:13]([O:16][CH2:17][CH2:18][CH2:19][CH3:20])[cH:14][cH:15]1. Reactants: Br, COc1cccc(-c2nc(Cl)c(CC(=O)O)n2Cc2ccccc2)c1. Product: O=C(O)Cc1c(Cl)nc(-c2cccc(O)c2)n1Cc1ccccc1. As a reaction SMILES: [BrH:26].[CH2:1]([c:2]1[cH:3][cH:4][cH:5][cH:6][cH:7]1)[n:8]1[c:9](-[c:18]2[cH:19][c:20]([O:24][CH3:25])[cH:21][cH:22][cH:23]2)[n:10][c:11]([Cl:17])[c:12]1[CH2:13][C:14](=[O:15])[OH:16]>>[CH2:1]([c:2]1[cH:3][cH:4][cH:5][cH:6][cH:7]1)[n:8]1[c:9](-[c:18]2[cH:19][c:20]([OH:24])[cH:21][cH:22][cH:23]2)[n:10][c:11]([Cl:17])[c:12]1[CH2:13][C:14](=[O:15])[OH:16].